Dataset: the Open Reaction Database (ORD), a public repository of structured organic reaction records. Task: describe an organic reaction: reactants, conditions, products, and yield Starting materials: C(#N)C=1C(=NNC1N=CN(C)C)NC1=CC=C(C=C1)OCC (4-cyano-5-(dimethylamino-methyleneamino)-3-(4-ethoxy-phenylamino)-pyrazole), Cl.ClC=1C=C(N)C=CC1 (3-chloro-aniline hydrochloride). Solvent: CO (methanol). Conditions: temperature 10 celsius. The product is ClC=1C=C(C=CC1)NC1=C2C(=NC=N1)NN=C2NC2=CC=C(C=C2)OCC (4-(3-Chloro-phenylamino)-3-(4-ethoxy-phenylamino)-1H-pyrazolo[3,4-d]-pyrimidine). RXN SMILES: [C:1]([C:3]1[C:4]([NH:13][C:14]2[CH:19]=[CH:18][C:17]([O:20][CH2:21][CH3:22])=[CH:16][CH:15]=2)=[N:5][NH:6][C:7]=1[N:8]=[CH:9][N:10](C)C)#[N:2].Cl.[Cl:24][C:25]1[CH:26]=[C:27]([CH:29]=[CH:30][CH:31]=1)N>CO>[Cl:24][C:25]1[CH:31]=[C:30]([NH:2][C:1]2[N:10]=[CH:9][N:8]=[C:7]3[NH:6][N:5]=[C:4]([NH:13][C:14]4[CH:15]=[CH:16][C:17]([O:20][CH2:21][CH3:22])=[CH:18][CH:19]=4)[C:3]=23)[CH:29]=[CH:27][CH:26]=1 |f:1.2|. Procedure: A mixture of 5.8 g (19.44 mmol) of 4-cyano-5-(dimethylamino-methyleneamino)-3-(4-ethoxy-phenylamino)-pyrazole, 3.51 g (21.4 mmol) of 3-chloro-aniline hydrochloride and 40 ml of methanol is heated under reflux for 15 hours. Cooling to 10° C., filtering and washing the filter residue with methanol and diethyl ether yield the title compound; m.p. 232-233° C.; EI-MS: (M)+ =380. Reactants: O=C(O)c1cccc(CBr)c1, CC#N, c1ccc(P(c2ccccc2)c2ccccc2)cc1. Product: [Br-], O=C(O)c1cccc(C[P+](c2ccccc2)(c2ccccc2)c2ccccc2)c1. RXN SMILES: [Br:1][CH2:2][c:3]1[cH:4][c:5]([C:6](=[O:7])[OH:8])[cH:9][cH:10][cH:11]1.[CH3:31][C:32]#[N:33].[c:12]1([P:18]([c:19]2[cH:20][cH:21][cH:22][cH:23][cH:24]2)[c:25]2[cH:26][cH:27][cH:28][cH:29][cH:30]2)[cH:13][cH:14][cH:15][cH:16][cH:17]1>>[Br-:1].[CH2:2]([c:3]1[cH:4][c:5]([C:6](=[O:7])[OH:8])[cH:9][cH:10][cH:11]1)[P+:18]([c:12]1[cH:13][cH:14][cH:15][cH:16][cH:17]1)([c:19]1[cH:20][cH:21][cH:22][cH:23][cH:24]1)[c:25]1[cH:26][cH:27][cH:28][cH:29][cH:30]1. The reactants are O=C(Nc1ccc(Cl)cn1)c1ccccc1NC(=O)C1CCNCC1, O=C(O)C(F)(F)F, O=Cc1ccnc2ccccc12. Yields the product O=C(Nc1ccc(Cl)cn1)c1ccccc1NC(=O)C1CCN(Cc2ccnc3ccccc23)CC1. RXN SMILES: [Cl:8][c:9]1[cH:10][cH:11][c:12]([NH:15][C:16]([c:17]2[c:18]([NH:23][C:24](=[O:25])[CH:26]3[CH2:27][CH2:28][NH:29][CH2:30][CH2:31]3)[cH:19][cH:20][cH:21][cH:22]2)=[O:32])[n:13][cH:14]1.[F:1][C:2]([F:3])([F:4])[C:5]([OH:6])=[O:7].[n:33]1[cH:34][cH:35][c:36]([CH:43]=[O:44])[c:37]2[cH:38][cH:39][cH:40][cH:41][c:42]12>>[Cl:8][c:9]1[cH:10][cH:11][c:12]([NH:15][C:16]([c:17]2[c:18]([NH:23][C:24](=[O:25])[CH:26]3[CH2:27][CH2:28][N:29]([CH2:43][c:36]4[cH:35][cH:34][n:33][c:42]5[c:37]4[cH:38][cH:39][cH:40][cH:41]5)[CH2:30][CH2:31]3)[cH:19][cH:20][cH:21][cH:22]2)=[O:32])[n:13][cH:14]1.